Dataset: the Open Reaction Database (ORD), a public repository of structured organic reaction records. Task: describe an organic reaction: reactants, conditions, products, and yield Starting materials: C1CCOC1, COC(=O)C(Cc1ccc(Br)cc1)NC(=O)c1cc(N)ccc1Cl, O=Cc1cccc2ccccc12, ClCCl. Product: COC(=O)C(Cc1ccc(Br)cc1)NC(=O)c1cc(NCc2cccc3ccccc23)ccc1Cl. RXN SMILES: [CH2:40]1[O:41][CH2:42][CH2:43][CH2:44]1.[CH3:1][O:2][C:3]([CH:4]([CH2:5][c:6]1[cH:7][cH:8][c:9]([Br:12])[cH:10][cH:11]1)[NH:13][C:14]([c:15]1[c:16]([Cl:22])[cH:17][cH:18][c:19]([NH2:21])[cH:20]1)=[O:23])=[O:24].[CH:25](=[O:26])[c:27]1[cH:28][cH:29][cH:30][c:31]2[cH:32][cH:33][cH:34][cH:35][c:36]12.[Cl:37][CH2:38][Cl:39]>>[CH3:1][O:2][C:3]([CH:4]([CH2:5][c:6]1[cH:7][cH:8][c:9]([Br:12])[cH:10][cH:11]1)[NH:13][C:14]([c:15]1[c:16]([Cl:22])[cH:17][cH:18][c:19]([NH:21][CH2:25][c:27]2[cH:28][cH:29][cH:30][c:31]3[cH:32][cH:33][cH:34][cH:35][c:36]23)[cH:20]1)=[O:23])=[O:24]. The reactants are CCCCc1nc(Cl)c(CO)n1Cc1ccc(-c2ccccc2C(=O)OC)cc1, ClCCl. Yields the product CCCCc1nc(Cl)c(C=O)n1Cc1ccc(-c2ccccc2C(=O)OC)cc1. As a reaction SMILES: [C:1](=[O:2])([O:3][CH3:4])[c:5]1[c:6](-[c:11]2[cH:12][cH:13][c:14]([CH2:17][n:18]3[c:19]([CH2:26][CH2:27][CH2:28][CH3:29])[n:20][c:21]([Cl:25])[c:22]3[CH2:23][OH:24])[cH:15][cH:16]2)[cH:7][cH:8][cH:9][cH:10]1.[CH2:30]([Cl:31])[Cl:32]>>[C:1](=[O:2])([O:3][CH3:4])[c:5]1[c:6](-[c:11]2[cH:12][cH:13][c:14]([CH2:17][n:18]3[c:19]([CH2:26][CH2:27][CH2:28][CH3:29])[n:20][c:21]([Cl:25])[c:22]3[CH:23]=[O:24])[cH:15][cH:16]2)[cH:7][cH:8][cH:9][cH:10]1.